Dataset: the Open Reaction Database (ORD), a public repository of structured organic reaction records. Task: describe an organic reaction: reactants, conditions, products, and yield Starting materials: NC1=C(C=C(OC2=CC=NC=3NC(C=NC32)=O)C=C1)F (8-(4-amino-3-fluorophenoxy)pyrido[2,3-b]pyrazin-3(4H)-one), C(C)(C)(C)C1=NN(C(=C1)N=C=O)C1=CC=C(C=C1)C (3-tert-butyl-5-isocyanato-1-p-tolyl-1H-pyrazole). Product: C(C)(C)(C)C1=NN(C(=C1)NC(=O)NC1=C(C=C(C=C1)OC1=CC=NC2=C1N=CC(N2)=O)F)C2=CC=C(C=C2)C (1-(3-tert-butyl-1-p-tolyl-1H-pyrazol-5-yl)-3-(2-fluoro-4-(3-oxo-3,4-dihydropyrido[3,2-b]pyrazin-8-yloxy)phenyl)urea). RXN SMILES: [NH2:1][C:2]1[CH:19]=[CH:18][C:5]([O:6][C:7]2[C:16]3[N:15]=[CH:14][C:13](=[O:17])[NH:12][C:11]=3[N:10]=[CH:9][CH:8]=2)=[CH:4][C:3]=1[F:20].[C:21]([C:25]1[CH:29]=[C:28]([N:30]=[C:31]=[O:32])[N:27]([C:33]2[CH:38]=[CH:37][C:36]([CH3:39])=[CH:35][CH:34]=2)[N:26]=1)([CH3:24])([CH3:23])[CH3:22]>>[C:21]([C:25]1[CH:29]=[C:28]([NH:30][C:31]([NH:1][C:2]2[CH:19]=[CH:18][C:5]([O:6][C:7]3[C:16]4[N:15]=[CH:14][C:13](=[O:17])[NH:12][C:11]=4[N:10]=[CH:9][CH:8]=3)=[CH:4][C:3]=2[F:20])=[O:32])[N:27]([C:33]2[CH:38]=[CH:37][C:36]([CH3:39])=[CH:35][CH:34]=2)[N:26]=1)([CH3:24])([CH3:23])[CH3:22]. Reported procedure: Method F2 was used with 8-(4-amino-3-fluorophenoxy)pyrido[2,3-b]pyrazin-3(4H)-one and 3-tert-butyl-5-isocyanato-1-p-tolyl-1H-pyrazole to afford the title compound as an off-white solid. Yield: 35 mg (42%). Reactants: C1(=CC=CC=C1)C(CN)C1=CC=CC=C1 (2,2-diphenylethylamine), ClC1=C(C=CC=C1)N=C=O (2-chlorophenyl isocyanate). The solvent is CN(C=O)C (N,N-dimethylformamide). Reaction conditions: time 15 minute. Product: ClC1=C(C=CC=C1)NC(=O)NCC(C1=CC=CC=C1)C1=CC=CC=C1 (2-Chlorophenyl-N'-(2,2-diphenylethyl)-urea). As a reaction SMILES: [C:1]1([CH:7]([C:10]2[CH:15]=[CH:14][CH:13]=[CH:12][CH:11]=2)[CH2:8][NH2:9])[CH:6]=[CH:5][CH:4]=[CH:3][CH:2]=1.[Cl:16][C:17]1[CH:22]=[CH:21][CH:20]=[CH:19][C:18]=1[N:23]=[C:24]=[O:25]>CN(C)C=O>[Cl:16][C:17]1[CH:22]=[CH:21][CH:20]=[CH:19][C:18]=1[NH:23][C:24]([NH:9][CH2:8][CH:7]([C:1]1[CH:2]=[CH:3][CH:4]=[CH:5][CH:6]=1)[C:10]1[CH:11]=[CH:12][CH:13]=[CH:14][CH:15]=1)=[O:25]. Reported procedure: A solution of 2,2-diphenylethylamine (2.0 g, 10.1 mmol) in 15 ml of N,N-dimethylformamide (DMF) was cooled to 0° C. and treated with 2-chlorophenyl isocyanate (1.46 g, 12.2 mmol) under nitrogen (N2). The reaction solution was stirred at room temperature for 15 minutes and partitioned between ethyl acetate (EtOAc) and water (H2O). The organic layer was washed with sodium bicarbonate (NaHCO3) and brine, dried over sodium sulfate (Na2SO4), filtered and concentrated in vacuo to provide a white solid...